describe an organic reaction: reactants, conditions, products, and yield From a dataset of the Open Reaction Database (ORD), a public repository of structured organic reaction records. Starting materials: COCCCON1N=C(C2=CC=C(C=C12)C(C)NC1CC1)C (N-{1-[1-(3-methoxypropoxy)-3-methyl-1H-indazol-6-yl]ethyl}-cyclopropanamine), C(C)(C)(C)OC(=O)N1C[C@@H](OCC1)C(=O)O ((2R)-4-(tert-butoxycarbonyl)morpholine-2-carboxylic acid), ON1N=NC2=C1C=CC=C2 (1-hydroxybenzotriazole), Cl.C(C)N=C=NCCCN(C)C (1-ethyl-3-(3-dimethylaminopropyl)carbodiimide hydrochloride), CN(C=O)C (N,N-dimethylformamide). Solvent: C(C)(=O)OCC (ethyl acetate). Run at time 3 hour. The product is C1(CC1)N(C(=O)[C@H]1CN(CCO1)C(=O)OC(C)(C)C)[C@H](C)C1=CC=C2C(=NN(C2=C1)CCCOC)C (tert-butyl (2R)-2-[(cyclopropyl{(1R)-1-[1-(3-methoxypropyl)-3-methyl-1H-indazol-6-yl]ethyl}amino) carbonyl]morpholin-4-carboxylate), C1(CC1)N(C(=O)[C@H]1CN(CCO1)C(=O)OC(C)(C)C)[C@@H](C)C1=CC=C2C(=NN(C2=C1)CCCOC)C (tert-butyl (2R)-2-[(cyclopropyl{(1S)-1-[1-(3-methoxypropyl)-3-methyl-1H-indazol-6-yl]ethyl}amino) carbonyl]morpholin-4-carboxylate). Reaction SMILES: COCCCO[N:7]1[C:15]2[C:10](=[CH:11][CH:12]=[C:13]([CH:16]([NH:18][CH:19]3[CH2:21][CH2:20]3)[CH3:17])[CH:14]=2)[C:9]([CH3:22])=[N:8]1.[C:23]([O:27][C:28]([N:30]1[CH2:35][CH2:34][O:33][C@@H:32]([C:36]([OH:38])=O)[CH2:31]1)=[O:29])([CH3:26])([CH3:25])[CH3:24].ON1[C:44]2C=CC=[CH:48][C:43]=2N=N1.Cl.C(N=C=N[CH2:55][CH2:56][CH2:57]N(C)C)C.CN(C)[CH:63]=[O:64]>C(OCC)(=O)C>[CH:19]1([N:18]([C@@H:16]([C:13]2[CH:14]=[C:15]3[C:10]([C:9]([CH3:22])=[N:8][N:7]3[CH2:44][CH2:43][CH2:48][O:64][CH3:63])=[CH:11][CH:12]=2)[CH3:17])[C:36]([C@@H:32]2[O:33][CH2:34][CH2:35][N:30]([C:28]([O:27][C:23]([CH3:24])([CH3:25])[CH3:26])=[O:29])[CH2:31]2)=[O:38])[CH2:20][CH2:21]1.[CH:19]1([N:18]([C@H:16]([C:13]2[CH:14]=[C:15]3[C:10]([C:9]([CH3:22])=[N:8][N:7]3[CH2:55][CH2:56][CH2:57][O:64][CH3:63])=[CH:11][CH:12]=2)[CH3:17])[C:36]([C@@H:32]2[O:33][CH2:34][CH2:35][N:30]([C:28]([O:27][C:23]([CH3:24])([CH3:25])[CH3:26])=[O:29])[CH2:31]2)=[O:38])[CH2:20][CH2:21]1 |f:3.4|. Procedure: To a solution of N-{1-[1-(3-methoxypropoxy)-3-methyl-1H-indazol-6-yl]ethyl}-cyclopropanamine (2.63 g) and (2R)-4-(tert-butoxycarbonyl)morpholine-2-carboxylic acid (2.32 g) in N,N-dimethylformamide (25 mL) were added 1-hydroxybenzotriazole (1.36 g) and 1-ethyl-3-(3-dimethylaminopropyl)carbodiimide hydrochloride (2.11 g) under ice-cooling, and then the mixture was stirred at room temperature for 3 hours. To the reaction mixture was added ethyl acetate, and the mixture was washed with saturated sal... Reactants: E9, FC=1C=C(C=CC1OC=1C=NC(=NC1)C(F)(F)F)CO ((3-fluoro-4-((2-(trifluoromethyl)pyrimidin-5-yl)oxy)phenyl)methanol), C(C)(C)(C)OC(=O)N1C(CN2C(N=C(C=C21)Cl)=O)(C)C (tert-buty-7-chloro-2,2-dimethyl-5-oxo-2,3-dihydroimidazo[1,2-c]pyrimidine-1(5H)-carboxylate). Product: FC=1C=C(COC=2C=C3N(C(N2)=O)CC(N3)(C)C)C=CC1OC=1C=NC(=NC1)C(F)(F)F (7-((3-fluoro-4-((2-(trifluoromethyl)pyrimidin-5-yl)oxy)benzyl)oxy)-2,2-dimethyl-2,3-dihydroimidazo[1,2-c]pyrimidin-5(1H)-one). As a reaction SMILES: [F:1][C:2]1[CH:3]=[C:4]([CH2:19][OH:20])[CH:5]=[CH:6][C:7]=1[O:8][C:9]1[CH:10]=[N:11][C:12]([C:15]([F:18])([F:17])[F:16])=[N:13][CH:14]=1.C(OC([N:28]1[C:36]2[N:31]([C:32](=[O:38])[N:33]=[C:34](Cl)[CH:35]=2)[CH2:30][C:29]1([CH3:40])[CH3:39])=O)(C)(C)C>>[F:1][C:2]1[CH:3]=[C:4]([CH:5]=[CH:6][C:7]=1[O:8][C:9]1[CH:14]=[N:13][C:12]([C:15]([F:17])([F:18])[F:16])=[N:11][CH:10]=1)[CH2:19][O:20][C:34]1[CH:35]=[C:36]2[NH:28][C:29]([CH3:40])([CH3:39])[CH2:30][N:31]2[C:32](=[O:38])[N:33]=1. Procedure: The title compound was prepared by a procedure similar to that described for E9 starting from (3-fluoro-4-((2-(trifluoromethyl)pyrimidin-5-yl)oxy)phenyl)methanol and tert-buty-7-chloro-2,2-dimethyl-5-oxo-2,3-dihydroimidazo[1,2-c]pyrimidine-1(5H)-carboxylate. Reactants: CC(=O)[O-], CC(=O)[O-], CCC(CC)(c1ccc(OCC(O)C(C)(C)C)c(C)c1)c1ccc(B2OC(C)(C)C(C)(C)O2)c(C)c1, COC(=O)Cc1ccc(Cl)cc1F, Cc1ccccc1, COc1cccc(OC)c1-c1ccccc1P(C1CCCCC1)C1CCCCC1, [K+], [K+], [K+], O, O=P([O-])([O-])[O-], [Pd+2]. Product: CCC(CC)(c1ccc(OCC(O)C(C)(C)C)c(C)c1)c1ccc(-c2ccc(CC(=O)OC)c(F)c2)c(C)c1. RXN SMILES: [C:100]([O-:101])(=[O:102])[CH3:103].[C:95]([O-:96])(=[O:97])[CH3:98].[CH2:51]([CH3:52])[C:53]([CH2:54][CH3:55])([c:56]1[cH:57][c:58]([CH3:71])[c:59]([B:62]2[O:63][C:64]([CH3:65])([CH3:66])[C:67]([CH3:68])([CH3:69])[O:70]2)[cH:60][cH:61]1)[c:72]1[cH:73][c:74]([CH3:86])[c:75]([O:76][CH2:77][CH:78]([C:79]([CH3:80])([CH3:81])[CH3:82])[OH:83])[cH:84][cH:85]1.[CH3:38][O:39][C:40]([CH2:41][c:42]1[c:43]([F:49])[cH:44][c:45]([Cl:48])[cH:46][cH:47]1)=[O:50].[CH3:88][c:89]1[cH:90][cH:91][cH:92][cH:93][cH:94]1.[CH:1]1([P:2]([CH:3]2[CH2:4][CH2:5][CH2:6][CH2:7][CH2:8]2)[c:9]2[cH:10][cH:11][cH:12][cH:13][c:14]2-[c:15]2[c:16]([O:17][CH3:18])[cH:19][cH:20][cH:21][c:22]2[O:23][CH3:24])[CH2:25][CH2:26][CH2:27][CH2:28][CH2:29]1.[K+:35].[K+:36].[K+:37].[OH2:87].[P:30]([O-:31])([O-:32])([O-:33])=[O:34].[Pd+2:99]>>[CH3:38][O:39][C:40]([CH2:41][c:42]1[c:43]([F:49])[cH:44][c:45](-[c:59]2[c:58]([CH3:71])[cH:57][c:56]([C:53]([CH2:51][CH3:52])([CH2:54][CH3:55])[c:72]3[cH:73][c:74]([CH3:86])[c:75]([O:76][CH2:77][CH:78]([C:79]([CH3:80])([CH3:81])[CH3:82])[OH:83])[cH:84][cH:85]3)[cH:61][cH:60]2)[cH:46][cH:47]1)=[O:50]. Starting materials: BrC=1C(=CC2=C(C=3N(CCO2)C(=C(N3)C(N)=O)C(=O)O)C1)F (10-Bromo-2-carbamoyl-9-fluoro-5,6-dihydroimidazo[1,2-d][1,4]benzoxazepine-3-carboxylic acid), O1CC(CC1)N (tetrahydro-furan-3-ylamine). Product: BrC=1C(=CC2=C(C=3N(CCO2)C(=C(N3)C(=O)N)C(=O)NC3COCC3)C1)F (10-bromo-9-fluoro-N3-tetrahydrofuran-3-yl-5,6-dihydroimidazo[1,2-d][1,4]benzoxazepine-2,3-dicarboxamide). RXN SMILES: [Br:1][C:2]1[C:3]([F:22])=[CH:4][C:5]2[O:11][CH2:10][CH2:9][N:8]3[C:12]([C:18](O)=[O:19])=[C:13]([C:15](=[O:17])[NH2:16])[N:14]=[C:7]3[C:6]=2[CH:21]=1.[O:23]1[CH2:27][CH2:26][CH:25]([NH2:28])[CH2:24]1>>[Br:1][C:2]1[C:3]([F:22])=[CH:4][C:5]2[O:11][CH2:10][CH2:9][N:8]3[C:12]([C:18]([NH:28][CH:25]4[CH2:26][CH2:27][O:23][CH2:24]4)=[O:19])=[C:13]([C:15]([NH2:16])=[O:17])[N:14]=[C:7]3[C:6]=2[CH:21]=1. Reported procedure: 10-Bromo-2-carbamoyl-9-fluoro-5,6-dihydroimidazo[1,2-d][1,4]benzoxazepine-3-carboxylic acid (55 mg) was reacted with tetrahydro-furan-3-ylamine similar to as described in Example 2 to produce crude 10-bromo-9-fluoro-N3-tetrahydrofuran-3-yl-5,6-dihydroimidazo[1,2-d][1,4]benzoxazepine-2,3-dicarboxamide which was then reacted with 2-Methyl-3-butyne-ol similar to as described in Procedure E to afford 26.1 mg of (±) 9-fluoro-10-(3-hydroxy-3-methyl-but-1-ynyl)-N3-tetrahydrofuran-3-yl-5,6-dihydroimidaz... The reactants are N12C[C@@H](C(CC1)CC2)OC(=O)C2(CCCCCC2)C2=CC(=CC=C2)F (1-(3-Fluoro-phenyl)-cycloheptanecarboxylic acid (R)-(1-aza-bicyclo[2.2.2]oct-3-yl)ester), BrCC(=O)NC1=NOC=C1 (2-bromo-N-isoxazol-3-yl-acetamide). Run in C(C)#N (acetonitrile), C(C)OCC (diethyl ether). Reaction conditions: time 8 hour. The product is [Br-].FC=1C=C(C=CC1)C1(CCCCCC1)C(=O)O[C@H]1C[N+]2(CCC1CC2)CC(NC2=NOC=C2)=O ((R)-3-[1-(3-Fluoro-phenyl)-cycloheptanecarbonyloxy]-1-(isoxazol-3-ylcarbamoylmethyl)-1-azonia-bicyclo[2.2.2]octane bromide). The yield is 60.2%. Reaction SMILES: [N:1]12[CH2:8][CH2:7][CH:4]([CH2:5][CH2:6]1)[C@@H:3]([O:9][C:10]([C:12]1([C:19]3[CH:24]=[CH:23][CH:22]=[C:21]([F:25])[CH:20]=3)[CH2:18][CH2:17][CH2:16][CH2:15][CH2:14][CH2:13]1)=[O:11])[CH2:2]2.[Br:26][CH2:27][C:28]([NH:30][C:31]1[CH:35]=[CH:34][O:33][N:32]=1)=[O:29]>C(#N)C.C(OCC)C>[Br-:26].[F:25][C:21]1[CH:20]=[C:19]([C:12]2([C:10]([O:9][C@@H:3]3[CH:4]4[CH2:5][CH2:6][N+:1]([CH2:27][C:28](=[O:29])[NH:30][C:31]5[CH:35]=[CH:34][O:33][N:32]=5)([CH2:8][CH2:7]4)[CH2:2]3)=[O:11])[CH2:18][CH2:17][CH2:16][CH2:15][CH2:14][CH2:13]2)[CH:24]=[CH:23][CH:22]=1 |f:4.5|. Procedure: 1-(3-Fluoro-phenyl)-cycloheptanecarboxylic acid (R)-(1-aza-bicyclo[2.2.2]oct-3-yl)ester (Example 12d) (50 mg) and 2-bromo-N-isoxazol-3-yl-acetamide (Example 13a) (30 mg) were dissolved in acetonitrile (4 mL) and stirred overnight. The solution was diluted with diethyl ether (12 mL) and stirred overnight. The resulting crystals were filtered off, washed with ether (3×10 mL) and dried to afford the titled compound as a solid (48 mg). Starting materials: O=C(O)c1ccccc1, CC(=O)O[BH-](OC(C)=O)OC(C)=O, COC(CCCCCC=O)OC, COc1ccncc1CN1CCC(NC(C)C)CC1, ClCCl, [Na+]. Yields the product COc1ccncc1CN1CCC(N(CCCCCCC(OC)OC)C(C)C)CC1. RXN SMILES: [C:1]([OH:2])(=[O:3])[c:4]1[cH:5][cH:6][cH:7][cH:8][cH:9]1.[C:41]([O:42][BH-:43]([O:44][C:45](=[O:46])[CH3:47])[O:48][C:49](=[O:50])[CH3:51])(=[O:52])[CH3:53].[CH3:29][O:30][CH:31]([CH2:32][CH2:33][CH2:34][CH2:35][CH2:36][CH:37]=[O:38])[O:39][CH3:40].[CH:10]([CH3:11])([CH3:12])[NH:13][CH:14]1[CH2:15][CH2:16][N:17]([CH2:20][c:21]2[cH:22][n:23][cH:24][cH:25][c:26]2[O:27][CH3:28])[CH2:18][CH2:19]1.[Cl:55][CH2:56][Cl:57].[Na+:54]>>[CH:10]([CH3:11])([CH3:12])[N:13]([CH:14]1[CH2:15][CH2:16][N:17]([CH2:20][c:21]2[cH:22][n:23][cH:24][cH:25][c:26]2[O:27][CH3:28])[CH2:18][CH2:19]1)[CH2:37][CH2:36][CH2:35][CH2:34][CH2:33][CH2:32][CH:31]([O:30][CH3:29])[O:39][CH3:40].